Dataset: the Open Reaction Database (ORD), a public repository of structured organic reaction records. Task: describe an organic reaction: reactants, conditions, products, and yield The reactants are FC=1C=C(CBr)C=C(C1)F (3,5-difluorobenzyl bromide), OC(CNS(=O)(=O)C(C)C)(C)C1=CC=C(C=C1)O ([2-hydroxy-2-(4-hydroxyphenyl)propyl][(methylethyl)sulfonyl]amine), [H-].[Na+] (NaH), [Na+].[I-] (NaI). Solvent: CN(C)C=O (DMF), O (H2O), CN(C)C=O (DMF), CN(C)C=O (DMF). Yields the product FC=1C=C(C=C(C1)F)COC1=CC=C(C=C1)C(CNS(=O)(=O)C(C)C)(C)O ((2-{4-[(3,5-Difluorophenyl)methoxy]phenyl}-2-hydroxypropyl)[(methylethyl)sulfonyl]amine). Isolated yield 140.3%. As a reaction SMILES: [OH:1][C:2]([C:12]1[CH:17]=[CH:16][C:15]([OH:18])=[CH:14][CH:13]=1)([CH3:11])[CH2:3][NH:4][S:5]([CH:8]([CH3:10])[CH3:9])(=[O:7])=[O:6].[H-].[Na+].[F:21][C:22]1[CH:23]=[C:24]([CH:27]=[C:28]([F:30])[CH:29]=1)[CH2:25]Br.[Na+].[I-]>CN(C=O)C.O>[F:21][C:22]1[CH:23]=[C:24]([CH2:25][O:18][C:15]2[CH:14]=[CH:13][C:12]([C:2]([OH:1])([CH3:11])[CH2:3][NH:4][S:5]([CH:8]([CH3:10])[CH3:9])(=[O:7])=[O:6])=[CH:17][CH:16]=2)[CH:27]=[C:28]([F:30])[CH:29]=1 |f:1.2,4.5|. Reported procedure: Into a 100 mL-3 neck flask fitted with a stirrer and thermometer, 200 mg of [2-hydroxy-2-(4-hydroxyphenyl)propyl][(methylethyl)sulfonyl]amine in DMF (5 mL) was added dropwise to 35 mg of NaH in DMF (20 mL) while stirring at room temperature under a nitrogen atmosphere. After stirring at this temperature for 30 minutes, 153 mg of 3,5-difluorobenzyl bromide in DMF (5 mL) was added dropwise followed by the addition of 92 mg of NaI portion wise. The reaction was then heated at 100° C. for 2 hours. T... Reactants: O=C(Br)CBr, c1ccc(CC2Cc3ccccc3CN2)cc1, ClCCl, CN(C)c1ccccc1, O. Yields the product O=C(CBr)N1Cc2ccccc2CC1Cc1ccccc1. As a reaction SMILES: [Br:27][CH2:28][C:29](=[O:30])[Br:31].[CH2:1]([c:2]1[cH:3][cH:4][cH:5][cH:6][cH:7]1)[CH:8]1[NH:9][CH2:10][c:11]2[cH:12][cH:13][cH:14][cH:15][c:16]2[CH2:17]1.[CH2:33]([Cl:34])[Cl:35].[CH3:18][N:19]([c:20]1[cH:21][cH:22][cH:23][cH:24][cH:25]1)[CH3:26].[OH2:32]>>[CH2:1]([c:2]1[cH:3][cH:4][cH:5][cH:6][cH:7]1)[CH:8]1[N:9]([C:29]([CH2:28][Br:27])=[O:30])[CH2:10][c:11]2[cH:12][cH:13][cH:14][cH:15][c:16]2[CH2:17]1. Starting materials: CCOCCn1c(N2CCCN(CCC3(c4ccccc4)CCNC3)CC2)nc2ccccc21, COc1ccc(Cn2ccnn2)cc1C(=O)Cl, CCOC(C)=O, CCN(C(C)C)C(C)C, C1CCOC1. The product is CCOCCn1c(N2CCCN(CCC3(c4ccccc4)CCN(C(=O)c4cc(Cn5ccnn5)ccc4OC)C3)CC2)nc2ccccc21. Reaction SMILES: [CH2:1]([CH3:2])[O:3][CH2:4][CH2:5][n:6]1[c:7]([N:15]2[CH2:16][CH2:17][N:18]([CH2:22][CH2:23][C:24]3([c:29]4[cH:30][cH:31][cH:32][cH:33][cH:34]4)[CH2:25][NH:26][CH2:27][CH2:28]3)[CH2:19][CH2:20][CH2:21]2)[n:8][c:9]2[c:10]1[cH:11][cH:12][cH:13][cH:14]2.[CH3:44][O:45][c:46]1[c:47]([C:48](=[O:49])[Cl:50])[cH:51][c:52]([CH2:55][n:56]2[n:57][n:58][cH:59][cH:60]2)[cH:53][cH:54]1.[CH3:66][CH2:67][O:68][C:69](=[O:70])[CH3:71].[CH:35]([N:36]([CH2:37][CH3:38])[CH:39]([CH3:40])[CH3:41])([CH3:42])[CH3:43].[O:61]1[CH2:62][CH2:63][CH2:64][CH2:65]1>>[CH2:1]([CH3:2])[O:3][CH2:4][CH2:5][n:6]1[c:7]([N:15]2[CH2:16][CH2:17][N:18]([CH2:22][CH2:23][C:24]3([c:29]4[cH:30][cH:31][cH:32][cH:33][cH:34]4)[CH2:25][N:26]([C:48]([c:47]4[c:46]([O:45][CH3:44])[cH:54][cH:53][c:52]([CH2:55][n:56]5[n:57][n:58][cH:59][cH:60]5)[cH:51]4)=[O:49])[CH2:27][CH2:28]3)[CH2:19][CH2:20][CH2:21]2)[n:8][c:9]2[c:10]1[cH:11][cH:12][cH:13][cH:14]2. The reactants are CC(C)([O-])C.[K+] (Potassium tert-butoxide), NC1=NNC=C1C(=O)OCC (ethyl 3-amino-1H-pyrazole-4-carboxylate), ClC1=NC=CC=N1 (2-chloropyrimidine). Run in O1CCOCC1 (dioxane). Conditions: temperature 100 celsius, time 2 hour. Yields the product NC1=NN(C=C1C(=O)OCC)C1=NC=CC=N1 (Ethyl 3-amino-1-pyrimidin-2-yl-1H-pyrazole-4-carboxylate). Reaction SMILES: CC(C)([O-])C.[K+].[NH2:7][C:8]1[C:12]([C:13]([O:15][CH2:16][CH3:17])=[O:14])=[CH:11][NH:10][N:9]=1.Cl[C:19]1[N:24]=[CH:23][CH:22]=[CH:21][N:20]=1>O1CCOCC1>[NH2:7][C:8]1[C:12]([C:13]([O:15][CH2:16][CH3:17])=[O:14])=[CH:11][N:10]([C:19]2[N:24]=[CH:23][CH:22]=[CH:21][N:20]=2)[N:9]=1 |f:0.1|. Procedure details: Potassium tert-butoxide (2.4 g, 21.23 mmol) is added to a mixture of ethyl 3-amino-1H-pyrazole-4-carboxylate (3.0 g, 19.3 mmol) and 2-chloropyrimidine (2.2 g, 19.3 mmol) in 50 mL of anhydrous dioxane. The reaction mixture is heated to 100° C. and stirred for 2 h. The solvent is removed in vacuo, and the residue is partitioned between EtOAc and water (50 mL each). The aqueous layer is extracted two more times with EtOAc (40 mL each), and the combined organic extracts are dried (Na2SO4), filtered,... Reaction SMILES: [Cl:1][C:2]1[CH:7]=[C:6]([O:8][C:9]2[C:10]([CH2:18][CH3:19])=[N:11][C:12]([N+:15]([O-])=O)=[CH:13][CH:14]=2)[CH:5]=[CH:4][N:3]=1.[NH4+].[Cl-]>CO.C1COCC1.[Zn]>[Cl:1][C:2]1[CH:7]=[C:6]([O:8][C:9]2[CH:14]=[CH:13][C:12]([NH2:15])=[N:11][C:10]=2[CH2:18][CH3:19])[CH:5]=[CH:4][N:3]=1 |f:1.2|. Reaction conditions: time 8 hour. Yields the product ClC1=NC=CC(=C1)OC=1C=CC(=NC1CC)N (5-((2-chloropyridin-4-yl)oxy)-6-ethylpyridin-2-amine). Yield: 94.7%. Reactants: ClC1=NC=CC(=C1)OC=1C(=NC(=CC1)[N+](=O)[O-])CC (3-((2-chloropyridin-4-yl)oxy)-2-ethyl-6-nitropyridine), [NH4+].[Cl-] (NH4Cl). Reported procedure: A suspension of Example A8 (1.3 g, 4.65 mmol) and NH4Cl (7.5 g, 140 mmol) in MeOH (24 mL) and THF (24 mL) was treated portion-wise with zinc dust (3 g, 45.9 mmol) and stirred at RT overnight. The solids were removed via filtration through diatomaceous earth and the filtrate concentrated to dryness to afford 5-((2-chloropyridin-4-yl)oxy)-6-ethylpyridin-2-amine (1.1 g, 85%). MS (ESI) m/z: 250.1 (M+H+). Run in CO (MeOH), C1CCOC1 (THF). The reagents and catalysts are [Zn] (zinc). Reactants: O=S1(CCC(=CC1)C1=NN(C2=CC=C(C=C12)C(=O)N[C@H]1CN(CCC1)CC1=C(C=CC=C1OC)F)C(C1=CC=CC=C1)(C1=CC=CC=C1)C1=CC=CC=C1)=O (3-(1,1-dioxido-3,6-dihydro-2H-thiopyran-4-yl)-N-[(3R)-1-(2-fluoro-6-methoxybenzyl)piperidin-3-yl]-1-trityl-1H-indazole-5-carboxamide). The reagents and catalysts are [Pd] (Pd/C). The solvent is C(C)(=O)OCC (ethyl acetate). The product is O=S1(CCC(CC1)C1=NNC2=CC=C(C=C12)C(=O)N[C@H]1CN(CCC1)CC1=C(C=CC=C1OC)F)=O (3-(1,1-dioxidotetrahydro-2H-thiopyran-4-yl)-N-[(3R)-1-(2-fluoro-6-methoxybenzyl)piperidin-3-yl]-1H-indazole-5-carboxamide). As a reaction SMILES: [O:1]=[S:2]1(=[O:55])[CH2:7][CH:6]=[C:5]([C:8]2[C:16]3[C:11](=[CH:12][CH:13]=[C:14]([C:17]([NH:19][C@@H:20]4[CH2:25][CH2:24][CH2:23][N:22]([CH2:26][C:27]5[C:32]([O:33][CH3:34])=[CH:31][CH:30]=[CH:29][C:28]=5[F:35])[CH2:21]4)=[O:18])[CH:15]=3)[N:10](C(C3C=CC=CC=3)(C3C=CC=CC=3)C3C=CC=CC=3)[N:9]=2)[CH2:4][CH2:3]1>[Pd].C(OCC)(=O)C>[O:55]=[S:2]1(=[O:1])[CH2:3][CH2:4][CH:5]([C:8]2[C:16]3[C:11](=[CH:12][CH:13]=[C:14]([C:17]([NH:19][C@@H:20]4[CH2:25][CH2:24][CH2:23][N:22]([CH2:26][C:27]5[C:32]([O:33][CH3:34])=[CH:31][CH:30]=[CH:29][C:28]=5[F:35])[CH2:21]4)=[O:18])[CH:15]=3)[NH:10][N:9]=2)[CH2:6][CH2:7]1. Procedure: A vial containing 3-(1,1-dioxido-3,6-dihydro-2H-thiopyran-4-yl)-N-[(3R)-1-(2-fluoro-6-methoxybenzyl)piperidin-3-yl]-1-trityl-1H-indazole-5-carboxamide (100 mg, 0.132 mmol) was charged with ethyl acetate (20 mL) to yield a homogenous solution. The resulting volume was continuously recycled through a 30 mm 10% Pd/C cartridge on a CatCart Thalesnano instrument (flow rate: 1 mL/min; temperature: 60° C.; pressure: 60 bar). Starting materials: CCCCCCCCOC(=O)CBr, C1CCOC1, [Li]CCCC, CC(C)C(=O)O, CN(C)P(=O)(N(C)C)N(C)C, CC(C)[N-]C(C)C, CC(C)NC(C)C, [Li+]. The product is CCCCCCCCOC(=O)C(C)C(C)(C)C(=O)O. Reaction SMILES: [Br:38][CH2:39][C:40](=[O:41])[O:42][CH2:43][CH2:44][CH2:45][CH2:46][CH2:47][CH2:48][CH2:49][CH3:50].[CH2:51]1[O:52][CH2:53][CH2:54][CH2:55]1.[CH3:16][CH2:17][CH2:18][CH2:19][Li:20].[CH3:21][CH:22]([CH3:23])[C:24]([OH:25])=[O:26].[CH3:27][N:28]([CH3:29])[P:30]([N:31]([CH3:32])[CH3:33])([N:34]([CH3:35])[CH3:36])=[O:37].[CH:1]([N-:2][CH:3]([CH3:4])[CH3:5])([CH3:6])[CH3:7].[CH:9]([NH:10][CH:11]([CH3:12])[CH3:13])([CH3:14])[CH3:15].[Li+:8]>>[CH3:1][CH:39]([C:22]([CH3:21])([CH3:23])[C:24]([OH:25])=[O:26])[C:40](=[O:41])[O:42][CH2:43][CH2:44][CH2:45][CH2:46][CH2:47][CH2:48][CH2:49][CH3:50].